From a dataset of the Open Reaction Database (ORD), a public repository of structured organic reaction records. describe an organic reaction: reactants, conditions, products, and yield The reactants are CCOC(=O)C(Cc1ccc(N)cc1)NC(=O)OC(C)(C)C, CCOC(=O)C(Cc1ccc(Nc2nccc3ccncc23)cc1)NC(=O)OC(C)(C)C, CCOC(C)O, CO, ClCCl. Product: CCOC(=O)C(N)Cc1ccc(Nc2nccc3ccncc23)cc1. As a reaction SMILES: [CH2:1]([O:2][C:3](=[O:4])[CH:5]([NH:6][C:7]([O:8][C:9]([CH3:10])([CH3:11])[CH3:12])=[O:13])[CH2:14][c:15]1[cH:16][cH:17][c:18]([NH2:19])[cH:20][cH:21]1)[CH3:22].[CH2:28]([CH3:29])[O:30][C:31]([CH:32]([CH2:33][c:34]1[cH:35][cH:36][c:37]([NH:40][c:41]2[n:42][cH:43][cH:44][c:45]3[cH:46][cH:47][n:48][cH:49][c:50]23)[cH:38][cH:39]1)[NH:51][C:52]([O:53][C:54]([CH3:55])([CH3:56])[CH3:57])=[O:58])=[O:59].[CH2:60]([O:61][CH:62]([OH:63])[CH3:64])[CH3:65].[CH3:23][OH:24].[Cl:25][CH2:26][Cl:27]>>[CH2:28]([CH3:29])[O:30][C:31]([CH:32]([CH2:33][c:34]1[cH:35][cH:36][c:37]([NH:40][c:41]2[n:42][cH:43][cH:44][c:45]3[cH:46][cH:47][n:48][cH:49][c:50]23)[cH:38][cH:39]1)[NH2:51])=[O:59]. The reactants are ClCCl, CC(C)(C)OC(=O)N=NC(=O)OC(C)(C)C, COc1cc(-c2cnc(N)c(-c3nc4ncccc4o3)c2)ccc1O, OCCN1CCOCC1, c1ccc(P(c2ccccc2)c2ccccc2)cc1. The product is COc1cc(-c2cnc(N)c(-c3nc4ncccc4o3)c2)ccc1OCCN1CCOCC1. As a reaction SMILES: [Cl:70][CH2:71][Cl:72].[N:1]([C:2]([O:3][C:4]([CH3:5])([CH3:6])[CH3:7])=[O:8])=[N:9][C:10]([O:11][C:12]([CH3:13])([CH3:14])[CH3:15])=[O:16].[NH2:17][c:18]1[c:19](-[c:33]2[o:34][c:35]3[c:36]([n:37][cH:38][cH:39][cH:40]3)[n:41]2)[cH:20][c:21](-[c:24]2[cH:25][c:26]([O:31][CH3:32])[c:27]([OH:30])[cH:28][cH:29]2)[cH:22][n:23]1.[O:42]1[CH2:43][CH2:44][N:45]([CH2:48][CH2:49][OH:50])[CH2:46][CH2:47]1.[c:51]1([P:52]([c:53]2[cH:54][cH:55][cH:56][cH:57][cH:58]2)[c:59]2[cH:60][cH:61][cH:62][cH:63][cH:64]2)[cH:65][cH:66][cH:67][cH:68][cH:69]1>>[NH2:17][c:18]1[c:19](-[c:33]2[o:34][c:35]3[c:36]([n:37][cH:38][cH:39][cH:40]3)[n:41]2)[cH:20][c:21](-[c:24]2[cH:25][c:26]([O:31][CH3:32])[c:27]([O:30][CH2:49][CH2:48][N:45]3[CH2:44][CH2:43][O:42][CH2:47][CH2:46]3)[cH:28][cH:29]2)[cH:22][n:23]1.